From a dataset of the Open Reaction Database (ORD), a public repository of structured organic reaction records. describe an organic reaction: reactants, conditions, products, and yield The reactants are N1CCCC1 (Pyrrolidine), C(C)(C)(C)OC(=O)N1CC(C1)SC1=CC=C(C(=O)O)C=C1 (4-(1-(tert-Butoxycarbonyl)azetidin-3-ylthio)benzoic acid), CCN(C(C)C)C(C)C (DIPEA), CN(C)C(=[N+](C)C)ON1C2=C(C=CC=C2)N=N1.[B-](F)(F)(F)F (TBTU). Solvent: C(Cl)Cl (DCM). Reaction conditions: temperature 0 celsius, time 20 minute. Yields the product N1(CCCC1)C(=O)C1=CC=C(C=C1)SC1CN(C1)C(=O)OC(C)(C)C (tert-Butyl 3-(4-(pyrrolidine-1-carbonyl)phenylthio)azetidine-1-carboxylate). Isolated yield 97.6%. RXN SMILES: [NH:1]1[CH2:5][CH2:4][CH2:3][CH2:2]1.[C:6]([O:10][C:11]([N:13]1[CH2:16][CH:15]([S:17][C:18]2[CH:26]=[CH:25][C:21]([C:22](O)=[O:23])=[CH:20][CH:19]=2)[CH2:14]1)=[O:12])([CH3:9])([CH3:8])[CH3:7].CCN(C(C)C)C(C)C.CN(C(ON1N=NC2C=CC=CC1=2)=[N+](C)C)C.[B-](F)(F)(F)F>C(Cl)Cl>[N:1]1([C:22]([C:21]2[CH:20]=[CH:19][C:18]([S:17][CH:15]3[CH2:16][N:13]([C:11]([O:10][C:6]([CH3:9])([CH3:8])[CH3:7])=[O:12])[CH2:14]3)=[CH:26][CH:25]=2)=[O:23])[CH2:5][CH2:4][CH2:3][CH2:2]1 |f:3.4|. Procedure: Pyrrolidine (0.60 g, 8.4 mmol) was added to a solution of 59B (2.0 g, 6.5 mmol) and DCM (25 mL). The mixture was cooled to 0° C. and then DIPEA and TBTU were added in the given order. The mixture was stirred at 0° C. for 20 min and then at RT for 1.5 h. The solution was washed with aqueous Na2CO3 (1M) and then the organic solution was evaporated. The product was purified by silica-gel chromatography using 1-5% methanol in DCM. There was obtained 2.3 g (98%) of 59C as an oil. 1H NMR (500 MHz, CDC... Starting materials: C(C)(=O)NN (acetic hydrazide), C(C)C=1C(=NC(=C(C(=O)O)C1)C)OC (5-ethyl-6-methoxy-2-methyl-nicotinic acid), F[B-](F)(F)F.O=C1N(C=CC=C1)OC(=[N+](C)C)N(C)C (O-(1,2-dihydro-2-oxo-1-pyridyl)-N,N,N′,N′-tetramethyluronium tetrafluoroborate), O.OC1=CC=CC=2NN=NC21 (hydroxybenzotriazole hydrate), C(C)N(C(C)C)C(C)C (N-ethyl-diisopropylamine). Run in O (water), ClCCl (dichloromethane). Reaction conditions: time 45 minute. Yields the product C(C)(=O)NNC(C1=C(N=C(C(=C1)CC)OC)C)=O (5-ethyl-6-methoxy-2-methyl-nicotinic acid N′-acetylhydrazide). Isolated yield 143.5%. RXN SMILES: [CH2:1]([C:3]1[C:4]([O:13][CH3:14])=[N:5][C:6]([CH3:12])=[C:7]([CH:11]=1)[C:8]([OH:10])=O)[CH3:2].F[B-](F)(F)F.O=C1C=CC=CN1OC(N(C)C)=[N+](C)C.O.OC1C2N=NNC=2C=CC=1.[C:46]([NH:49][NH2:50])(=[O:48])[CH3:47].C(N(C(C)C)C(C)C)C>ClCCl.O>[C:46]([NH:49][NH:50][C:8](=[O:10])[C:7]1[CH:11]=[C:3]([CH2:1][CH3:2])[C:4]([O:13][CH3:14])=[N:5][C:6]=1[CH3:12])(=[O:48])[CH3:47] |f:1.2,3.4|. Procedure details: Under a nitrogen atmosphere in a round bottom flask, 5-ethyl-6-methoxy-2-methyl-nicotinic acid (500 mg, 2.56 mmol) of Step 2, Example 14 is dissolved in dichloromethane (30 mL). O-(1,2-dihydro-2-oxo-1-pyridyl)-N,N,N′,N′-tetramethyluronium tetrafluoroborate (990 mg, 3.33 mmol) is added, followed by hydroxybenzotriazole hydrate (510 mg, 3.33 mmol). The resulting mixture is stirred at rt for 45 min to give a suspension, which is treated with acetic hydrazide (285 mg, 3.85 mmol) followed by N-ethyl-...